This data is from the Open Reaction Database (ORD), a public repository of structured organic reaction records. The task is: describe an organic reaction: reactants, conditions, products, and yield The reactants are OC1=CC=C(CO)C=C1 (4-hydroxybenzyl alcohol), C(C)OCCBr (2-bromoethyl ethyl ether), C([O-])([O-])=O.[K+].[K+] (potassium carbonate), CN(C)C=O (DMF). Run in O (water). Reaction conditions: temperature 90 celsius, time 3 day. The product is C(C)OCCOC1=CC=C(CO)C=C1 (4-(2-ethoxyethoxy)benzyl alcohol). Reaction SMILES: [OH:1][C:2]1[CH:9]=[CH:8][C:5]([CH2:6][OH:7])=[CH:4][CH:3]=1.[CH2:10]([O:12][CH2:13][CH2:14]Br)[CH3:11].C(=O)([O-])[O-].[K+].[K+].CN(C=O)C>O>[CH2:10]([O:12][CH2:13][CH2:14][O:1][C:2]1[CH:9]=[CH:8][C:5]([CH2:6][OH:7])=[CH:4][CH:3]=1)[CH3:11] |f:2.3.4|. Procedure details: A mixture of 4-hydroxybenzyl alcohol (3.00 g), 2-bromoethyl ethyl ether (4.1 ml), potassium carbonate (6.68 g) and DMF (30 ml) was stirred at 90° C. for 3 days. The reaction mixture was mixed with water and was extracted with ethyl acetate. The organic layer was washed with a 1 N aqueous solution of sodium hydroxide and an aqueous saturated solution of sodium chloride, and was dried with magnesium sulfate. After concentration under reduced pressure, the residue was subjected to separation and pu... Reactants: [K] (potassium), C1(C(C=CC=C1)C)(C)O (xylenol), C(=O)OC1=C(C=CC(=C1)C)C (2,5-xylyl formate). Reaction conditions: time 1 hour. The product is C=1(C(=CC=C(C1)C)C)O (2,5-xylenol). Isolated yield 41.0%. Reaction SMILES: [K].C1(O)(C)C=CC=CC1C.C([O:13][C:14]1[CH:19]=[C:18]([CH3:20])[CH:17]=[CH:16][C:15]=1[CH3:21])=O>>[C:14]1([OH:13])[C:15]([CH3:21])=[CH:16][CH:17]=[C:18]([CH3:20])[CH:19]=1 |^1:0|. Procedure details: After adding potassium salt of xylenol in an amount of 0.47 weight % based on the separated 2,5-xylyl formate, the thermal decomposition was carried out at 200° C. for one hour to obtain 2,5-xylenol in 41% yield. The reactants are IC=1C=CC=2N(N1)C=C(N2)NC(=O)C2CC2 (N-(6-iodoimidazo[1,2-b]pyridazin-2-yl)cyclopropanecarboxamide), NC=1C=C(C(=CC1F)Cl)O (3-amino-6-chloro-4-fluorophenol), C([O-])([O-])=O.[K+].[K+] (potassium carbonate). Solvent: CN(C=O)C (N,N-dimethylformamide). Yields the product NC=1C(=CC(=C(OC=2C=CC=3N(N2)C=C(N3)NC(=O)C3CC3)C1)Cl)F (N-[6-(5-amino-2-chloro-4-fluorophenoxy)imidazo[1,2-b]pyridazin-2-yl]cyclopropanecarboxamide). The yield is 56.2%. RXN SMILES: I[C:2]1[CH:3]=[CH:4][C:5]2[N:6]([CH:8]=[C:9]([NH:11][C:12]([CH:14]3[CH2:16][CH2:15]3)=[O:13])[N:10]=2)[N:7]=1.[NH2:17][C:18]1[CH:19]=[C:20]([OH:26])[C:21]([Cl:25])=[CH:22][C:23]=1[F:24].C(=O)([O-])[O-].[K+].[K+]>CN(C)C=O>[NH2:17][C:18]1[C:23]([F:24])=[CH:22][C:21]([Cl:25])=[C:20]([CH:19]=1)[O:26][C:2]1[CH:3]=[CH:4][C:5]2[N:6]([CH:8]=[C:9]([NH:11][C:12]([CH:14]3[CH2:16][CH2:15]3)=[O:13])[N:10]=2)[N:7]=1 |f:2.3.4|. Procedure details: To a solution of N-(6-iodoimidazo[1,2-b]pyridazin-2-yl)cyclopropanecarboxamide (600 mg, 1.83 mmol) in N,N-dimethylformamide (12 mL) were added 3-amino-6-chloro-4-fluorophenol (443 mg, 2.74 mmol) and potassium carbonate (505 mg, 3.66 mmol). In the same manner as in Example 232, the title compound (372 mg, 56%) was obtained as a brown powder. Reactants: O=Cc1cccc(-c2c(C(=O)c3ccccc3)cnc3c(C(F)(F)F)cccc23)c1, CSc1ccccc1CN. Product: CSc1ccccc1CNCc1cccc(-c2c(C(=O)c3ccccc3)cnc3c(C(F)(F)F)cccc23)c1. Reaction SMILES: [C:1]([c:2]1[cH:3][cH:4][cH:5][cH:6][cH:7]1)(=[O:8])[c:9]1[cH:10][n:11][c:12]2[c:13]([C:27]([F:28])([F:29])[F:30])[cH:14][cH:15][cH:16][c:17]2[c:18]1-[c:19]1[cH:20][c:21]([CH:22]=[O:23])[cH:24][cH:25][cH:26]1.[CH3:31][S:32][c:33]1[c:34]([CH2:35][NH2:36])[cH:37][cH:38][cH:39][cH:40]1>>[C:1]([c:2]1[cH:3][cH:4][cH:5][cH:6][cH:7]1)(=[O:8])[c:9]1[cH:10][n:11][c:12]2[c:13]([C:27]([F:28])([F:29])[F:30])[cH:14][cH:15][cH:16][c:17]2[c:18]1-[c:19]1[cH:20][c:21]([CH2:22][NH:36][CH2:35][c:34]2[c:33]([S:32][CH3:31])[cH:40][cH:39][cH:38][cH:37]2)[cH:24][cH:25][cH:26]1. Starting materials: CCOC(=O)C(CC1CCN(C(=O)OC(C)(C)C)C1)C(=O)OCC, CCO, [K+], [OH-]. Yields the product CCOC(=O)C(CC1CCN(C(=O)OC(C)(C)C)C1)C(=O)O. RXN SMILES: [CH2:3]([CH3:4])[O:5][C:6]([CH:7]([C:8](=[O:9])[O:10][CH2:11][CH3:12])[CH2:13][CH:14]1[CH2:15][N:16]([C:19](=[O:20])[O:21][C:22]([CH3:23])([CH3:24])[CH3:25])[CH2:17][CH2:18]1)=[O:26].[CH3:27][CH2:28][OH:29].[K+:2].[OH-:1]>>[CH2:3]([CH3:4])[O:5][C:6]([CH:7]([C:8](=[O:9])[OH:10])[CH2:13][CH:14]1[CH2:15][N:16]([C:19](=[O:20])[O:21][C:22]([CH3:23])([CH3:24])[CH3:25])[CH2:17][CH2:18]1)=[O:26]. Starting materials: C(C=C)OC=1C=C(OC2=CC=C(C(=O)OC)C=C2)C=CC1 (methyl 4-(3-allyloxyphenoxy)benzoate), CN(C1=CC=CC=C1)C (N,N-dimethylaniline), title compounds. Run in C(C)(=O)OCC (ethyl acetate). The product is C(C=C)C1=C(C=C(OC2=CC=C(C(=O)OC)C=C2)C=C1)O (Methyl 4-(4-allyl-3-hydroxyphenoxy)benzoate). Yield: 92.0%. RXN SMILES: C([O:4][C:5]1[CH:6]=[C:7]([CH:19]=[CH:20][CH:21]=1)[O:8][C:9]1[CH:18]=[CH:17][C:12]([C:13]([O:15][CH3:16])=[O:14])=[CH:11][CH:10]=1)C=C.CN(C)[C:24]1[CH:29]=CC=C[CH:25]=1>C(OCC)(=O)C>[CH2:29]([C:21]1[CH:20]=[CH:19][C:7]([O:8][C:9]2[CH:10]=[CH:11][C:12]([C:13]([O:15][CH3:16])=[O:14])=[CH:17][CH:18]=2)=[CH:6][C:5]=1[OH:4])[CH:24]=[CH2:25]. Procedure details: A solution of methyl 4-(3-allyloxyphenoxy)benzoate in N,N-dimethylaniline was heated at 190° C. for 19 hours, cooled, diluted with ethyl acetate, washed with aqueous hydrochloric acid, dried, and evaporated in vacuo. The residue was chromatographed on silica gel eluting with hexane/ethyl ether to give a 40:60 mixture of the title compounds as an oil in 92% yield. NMR.